From a dataset of the Open Reaction Database (ORD), a public repository of structured organic reaction records. describe an organic reaction: reactants, conditions, products, and yield Run in ClCCl (dichloromethane), ClCCl (dichloromethane). RXN SMILES: CC(OI1(OC(C)=O)(OC(C)=O)OC(=O)C2C1=CC=CC=2)=O.[C:23]([C:27]1[CH:32]=[CH:31][C:30]([CH:33]([OH:57])[C:34]2[C:35]([C:50]3[CH:55]=[CH:54][C:53]([F:56])=[CH:52][CH:51]=3)=[C:36]3[C:41](=[CH:42][C:43]=2[CH:44]([CH3:46])[CH3:45])[O:40][C:39]([CH3:48])([CH3:47])[CH2:38][C:37]3=[O:49])=[CH:29][CH:28]=1)([CH3:26])([CH3:25])[CH3:24].C(C1C=CC(C(O)C2C(C3C=CC(F)=CC=3)=C3C(=CC=2CCC)OC(C)(C)CC3=O)=CC=1)(C)(C)C>ClCCl>[C:23]([C:27]1[CH:28]=[CH:29][C:30]([C:33]([C:34]2[C:35]([C:50]3[CH:51]=[CH:52][C:53]([F:56])=[CH:54][CH:55]=3)=[C:36]3[C:41](=[CH:42][C:43]=2[CH:44]([CH3:46])[CH3:45])[O:40][C:39]([CH3:47])([CH3:48])[CH2:38][C:37]3=[O:49])=[O:57])=[CH:31][CH:32]=1)([CH3:25])([CH3:26])[CH3:24]. The product is C(C)(C)(C)C1=CC=C(C(=O)C=2C(=C3C(CC(OC3=CC2C(C)C)(C)C)=O)C2=CC=C(C=C2)F)C=C1 (6-(4-tert-Butylbenzoyl)-5-(4-fluorophenyl)-7-isopropyl-2,2-dimethyl-2,3-dihydro-4H-chromen-4-one). Reported procedure: At 0° C., 340 mg (800 μmol) of 1,1-dihydro-1,1,1-triacetoxy-1,2-benziodoxol-3(1H)-one are added to a solution of 190 mg (400 μmol) of a 2:1 mixture of rac-6-[(4-tert-butylphenyl)(hydroxy)-methyl]-5-(4-fluorophenyl)-7-isopropyl-2,2-dimethyl-2,3-dihydro-4H-chromen-4-one (Example 27A) and rac-6-[(4-tert-butylphenyl)(hydroxy)methyl]-5-(4-fluorophenyl)-7-n-propyl-2,2-dimethyl-2,3-dihydro-4H-chromen-4-one in 7.5 ml of dichloromethane, and the mixture is stirred at this temperature for 4 h. The mixture... Conditions: time 4 hour. Reactants: CC(=O)OI1(C2=CC=CC=C2C(=O)O1)(OC(=O)C)OC(=O)C (1,1-dihydro-1,1,1-triacetoxy-1,2-benziodoxol-3(1H)-one), C(C)(C)(C)C1=CC=C(C=C1)C(C=1C(=C2C(CC(OC2=CC1C(C)C)(C)C)=O)C1=CC=C(C=C1)F)O (rac-6-[(4-tert-Butylphenyl)(hydroxy)methyl]-5-(4-fluorophenyl)-7-isopropyl-2,2-dimethyl-2,3-dihydro-4H-chromen-4-one), C(C)(C)(C)C1=CC=C(C=C1)C(C=1C(=C2C(CC(OC2=CC1CCC)(C)C)=O)C1=CC=C(C=C1)F)O (rac-6-[(4-tert-butylphenyl)(hydroxy)methyl]-5-(4-fluorophenyl)-7-n-propyl-2,2-dimethyl-2,3-dihydro-4H-chromen-4-one).